From a dataset of the Open Reaction Database (ORD), a public repository of structured organic reaction records. describe an organic reaction: reactants, conditions, products, and yield Starting materials: [Li+].C[Si](C)(C)[N-][Si](C)(C)C (LHMDS), O=C1NCC(C12CCN(CCC2)C(=O)OC(C)(C)C)C2=CC=CC=C2 (tert-butyl 1-oxo-4-phenyl-2,8-diazaspiro[4.6]undecane-8-carboxylate), IC (Iodomethane). Run in C1CCOC1 (THF). Run at temperature 0 celsius, time 40 minute. The product is CN1C(C2(C(C1)C1=CC=CC=C1)CCN(CCC2)C(=O)OC(C)(C)C)=O (tert-butyl 2-methyl-1-oxo-4-phenyl-2,8-diazaspiro[4.6]undecane-8-carboxylate). As a reaction SMILES: [O:1]=[C:2]1[C:6]2([CH2:12][CH2:11][CH2:10][N:9]([C:13]([O:15][C:16]([CH3:19])([CH3:18])[CH3:17])=[O:14])[CH2:8][CH2:7]2)[CH:5]([C:20]2[CH:25]=[CH:24][CH:23]=[CH:22][CH:21]=2)[CH2:4][NH:3]1.[Li+].[CH3:27][Si]([N-][Si](C)(C)C)(C)C.IC>C1COCC1>[CH3:27][N:3]1[CH2:4][CH:5]([C:20]2[CH:21]=[CH:22][CH:23]=[CH:24][CH:25]=2)[C:6]2([CH2:12][CH2:11][CH2:10][N:9]([C:13]([O:15][C:16]([CH3:18])([CH3:19])[CH3:17])=[O:14])[CH2:8][CH2:7]2)[C:2]1=[O:1] |f:1.2|. Procedure details: A diastereomeric mixture. of tert-butyl 1-oxo-4-phenyl-2,8-diazaspiro[4.6]undecane-8-carboxylate (step 4) (669.5 mg; 1.944 mmol) in THF (19.5 ml) under nitrogen was cooled in an ice/brine bath. 1M LHMDS (2.5 ml, 2.53 mmol) was added and the mixture was stirred at 0° C. for 40 minutes. Iodomethane (182 ul, 2.92 mmol) was added and the mixture was allowed to warm slowly to RT overnight. The reaction was quenched with saturated ammonium chloride solution and extracted with EtOAc. The combined organ... Starting materials: CO, [Na+], COC1=C(OC)C(=O)C(Cc2ccc(OC(C)=O)c(C(=O)Nc3cccnc3N3CCOCC3)c2)=C(C)C1=O, O, O=C([O-])O. Yields the product COC1=C(OC)C(=O)C(Cc2ccc(O)c(C(=O)Nc3cccnc3N3CCOCC3)c2)=C(C)C1=O. As a reaction SMILES: [CH3:45][OH:46].[Na+:40].[O:1]1[CH2:2][CH2:3][N:4]([c:7]2[n:8][cH:9][cH:10][cH:11][c:12]2[NH:13][C:14]([c:15]2[c:16]([O:35][C:36](=[O:37])[CH3:38])[cH:17][cH:18][c:19]([CH2:21][C:22]3=[C:27]([CH3:28])[C:26](=[O:29])[C:25]([O:30][CH3:31])=[C:24]([O:32][CH3:33])[C:23]3=[O:34])[cH:20]2)=[O:39])[CH2:5][CH2:6]1.[OH2:47].[OH:41][C:42](=[O:43])[O-:44]>>[O:1]1[CH2:2][CH2:3][N:4]([c:7]2[n:8][cH:9][cH:10][cH:11][c:12]2[NH:13][C:14]([c:15]2[c:16]([OH:35])[cH:17][cH:18][c:19]([CH2:21][C:22]3=[C:27]([CH3:28])[C:26](=[O:29])[C:25]([O:30][CH3:31])=[C:24]([O:32][CH3:33])[C:23]3=[O:34])[cH:20]2)=[O:39])[CH2:5][CH2:6]1. The reactants are CC1=C(C=CC=C1)C1CC(CC(C1)=O)=O (5-(2-methylphenyl)cyclohexane-1,3-dione), BrCC(=O)C(F)(F)F (1-bromo-3,3,3-trifluoroacetone), C([O-])([O-])=O.[K+].[K+] (potassium carbonate). The solvent is CN(C=O)C (dimethylformamide). Conditions: time 2 hour. Yields the product FC(C1=COC2=C1C(CC(C2)C2=C(C=CC=C2)C)=O)(F)F (3-trifluoromethyl-6-(2-methylphenyl)-4,5,6,7-tetrahydrobenzofuran-4-one). Isolated yield 8.9%. As a reaction SMILES: [CH3:1][C:2]1[CH:7]=[CH:6][CH:5]=[CH:4][C:3]=1[CH:8]1[CH2:13][C:12](=[O:14])[CH2:11][C:10](=[O:15])[CH2:9]1.Br[CH2:17][C:18]([C:20]([F:23])([F:22])[F:21])=O.C(=O)([O-])[O-].[K+].[K+]>CN(C)C=O>[F:21][C:20]([F:23])([F:22])[C:18]1[C:11]2[C:12](=[O:14])[CH2:13][CH:8]([C:3]3[CH:4]=[CH:5][CH:6]=[CH:7][C:2]=3[CH3:1])[CH2:9][C:10]=2[O:15][CH:17]=1 |f:2.3.4|. Reported procedure: A mixture of 5-(2-methylphenyl)cyclohexane-1,3-dione (2.0 g), 1-bromo-3,3,3-trifluoroacetone (1.9 g), potassium carbonate (2.7 g) and dimethylformamide (30 ml) was stirred at room temperature for 2 hours, and then at 150° C. for 12 hours. Under reduced pressure, the solvent was evaporated, and to the residue was added ethyl acetate. The mixture was washed with water and saturated brine, dried with magnesium sulfate and concentrated under reduced pressure, and the residue was purified with silica... The product is NC(=O)C1=C(C(=C(OCCCOC=2C(=C(OCC(=O)OCC)C=CC2)CCC)C=C1)CCC)OC (Ethyl [3-[3-[4-(aminocarbonyl)-3-methoxy-2-propylphenoxy]propoxy]-2-propylphenoxy]acetate). Reaction conditions: time 8 hour. Procedure: The compound of Example 41 (134 mg), potassium hydroxide (18 mg) and dimethyl sulfate (53 mg) were added to 2.0 ml of THF and the reaction mixture was stirred at room temperature overnight. Water (10 ml) was added, and the reaction mixture was extracted three times with ethyl acetate. The combined organic extracts were dried over anhydrous magnesium sulfate, filtered, and the solvent was removed under vacuum to give an oil. Chromatography of the oil on silica gel with 50/50 ethyl acetate/hexane ... Starting materials: NC(=O)C1=C(C(=C(OCCCOC=2C(=C(OCC(=O)OCC)C=CC2)CCC)C=C1)CCC)O (Ethyl [3-[3-[4-(aminocarbonyl)-3-hydroxy-2-propylphenoxy]propoxy]-2-propylphenoxy]acetate), [OH-].[K+] (potassium hydroxide), S(=O)(=O)(OC)OC (dimethyl sulfate), C1CCOC1 (THF). Reaction SMILES: [NH2:1][C:2]([C:4]1[CH:30]=[CH:29][C:7]([O:8][CH2:9][CH2:10][CH2:11][O:12][C:13]2[C:14]([CH2:26][CH2:27][CH3:28])=[C:15]([CH:23]=[CH:24][CH:25]=2)[O:16][CH2:17][C:18]([O:20][CH2:21][CH3:22])=[O:19])=[C:6]([CH2:31][CH2:32][CH3:33])[C:5]=1[OH:34])=[O:3].[OH-].[K+].S(OC)(O[CH3:41])(=O)=O.C1COCC1>C(OCC)(=O)C.CCCCCC.O>[NH2:1][C:2]([C:4]1[CH:30]=[CH:29][C:7]([O:8][CH2:9][CH2:10][CH2:11][O:12][C:13]2[C:14]([CH2:26][CH2:27][CH3:28])=[C:15]([CH:23]=[CH:24][CH:25]=2)[O:16][CH2:17][C:18]([O:20][CH2:21][CH3:22])=[O:19])=[C:6]([CH2:31][CH2:32][CH3:33])[C:5]=1[O:34][CH3:41])=[O:3] |f:1.2,5.6|. Solvent: C(C)(=O)OCC.CCCCCC (ethyl acetate hexane), O (Water). Starting materials: O (water), C(C1=CC=CC=C1)OC1=CC=C(C=C1)C1=NNC=2C1=NC=CC2 (3-[4-(benzyloxy)phenyl]-1H-pyrazolo[4,3-b]pyridine), C(=O)([O-])[O-].[Cs+].[Cs+] (Cs2CO3), FC(S(=O)(=O)OCC(F)F)(F)F (2,2-difluoroethyl trifluoromethanesulfonate). Run in CN(C)C=O (DMF). Reaction conditions: time 12 hour. Yields the product FC(CN1N=C(C2=NC=CC=C21)C2=CC=C(C=C2)O)F (4-[1-(2,2-Difluoroethyl)-1H-pyrazolo[4,3-b]pyridin-3-yl]phenol). Isolated yield 51.8%. RXN SMILES: C([O:8][C:9]1[CH:14]=[CH:13][C:12]([C:15]2[C:19]3=[N:20][CH:21]=[CH:22][CH:23]=[C:18]3[NH:17][N:16]=2)=[CH:11][CH:10]=1)C1C=CC=CC=1.C([O-])([O-])=O.[Cs+].[Cs+].FC(F)(F)S(O[CH2:36][CH:37]([F:39])[F:38])(=O)=O.O>CN(C=O)C>[F:38][CH:37]([F:39])[CH2:36][N:17]1[C:18]2[C:19](=[N:20][CH:21]=[CH:22][CH:23]=2)[C:15]([C:12]2[CH:11]=[CH:10][C:9]([OH:8])=[CH:14][CH:13]=2)=[N:16]1 |f:1.2.3|. Procedure details: To a stirred mixture of 3-[4-(benzyloxy)phenyl]-1H-pyrazolo[4,3-b]pyridine (300 mg) and Cs2CO3 (649 mg) in DMF (4 ml) was added 2,2-difluoroethyl trifluoromethanesulfonate (234 mg) at 0° C. The mixture was stirred at room temperature for 12 h, treated with water, and extracted with AcOEt. The organic layer was dried over MgSO4 and concentrated under reduced pressure. The residue was dissolved in EtOH (8 mL) and 10% Pd—C (200 mg) was added. The mixture was stirred at room temperature for 30 min u... Solvent: CC(=O)C (acetone). Reactants: FC(C1=CC=C(C=C1)C=1C=C(CCl)C=CC1)(F)F (3-(4-Trifluoromethylphenyl)-benzyl chloride), OC1=CC=C(C=C1)C(CC(=O)OC)C=1SC=CN1 ((+/−)-Methyl 3-(4-hydroxyphenyl)-3-(thiazol-2-yl)propanoate), C(=O)([O-])[O-].[Cs+].[Cs+] (Cs2CO3). As a reaction SMILES: [F:1][C:2]([F:18])([F:17])[C:3]1[CH:8]=[CH:7][C:6]([C:9]2[CH:10]=[C:11]([CH:14]=[CH:15][CH:16]=2)[CH2:12]Cl)=[CH:5][CH:4]=1.[OH:19][C:20]1[CH:25]=[CH:24][C:23]([CH:26]([C:32]2[S:33][CH:34]=[CH:35][N:36]=2)[CH2:27][C:28]([O:30]C)=[O:29])=[CH:22][CH:21]=1.C([O-])([O-])=O.[Cs+].[Cs+]>CC(C)=O>[F:1][C:2]([F:18])([F:17])[C:3]1[CH:8]=[CH:7][C:6]([C:9]2[CH:16]=[CH:15][CH:14]=[C:11]([CH2:12][O:19][C:20]3[CH:25]=[CH:24][C:23]([CH:26]([C:32]4[S:33][CH:34]=[CH:35][N:36]=4)[CH2:27][C:28]([OH:30])=[O:29])=[CH:22][CH:21]=3)[CH:10]=2)=[CH:5][CH:4]=1 |f:2.3.4|. The product is FC(C1=CC=C(C=C1)C1=CC(=CC=C1)COC1=CC=C(C=C1)C(CC(=O)O)C=1SC=CN1)(F)F ((+/−)-3-[4-(4′-Trifluoromethyl-biphenyl-3-ylmethoxy)-phenyl]-3-(thiazol-2-yl)-propionic acid). Run at temperature 50 celsius, time 16 hour. Yield: 81.8%. Procedure details: Benzyl chloride 2.3 (123 mg, 0.456 mmol) and phenol 53.1 (100 mg, 0.380 mmol) were dissolved in acetone (1 mL) and treated with Cs2CO3 (371 mg, 1.14 mmol). The reaction was stirred at 50° C. for 16 h, filtered and concentrated. The residue was purified by column chromatography (silica gel, 30% to 70% ethyl acetate in hexanes). Eluant containing desired compound was concentrated and dissolved in a THF/MeOH/2N LiOH(aq) (1:1:1) solution (2 mL). The mixture was stirred at room temperature for 90 min... Reactants: CN(C)S(=O)(=O)Cl, CN(C)C=O, [H-], Ic1c[nH]c(CCc2ccc(-c3ccccn3)cc2)n1, [Na+], O. Product: CN(C)S(=O)(=O)n1cc(I)nc1CCc1ccc(-c2ccccn2)cc1. Reaction SMILES: [CH3:23][N:24]([S:25](=[O:26])(=[O:27])[Cl:28])[CH3:29].[CH3:31][N:32]([CH3:33])[CH:34]=[O:35].[H-:1].[I:3][c:4]1[n:5][c:6]([CH2:9][CH2:10][c:11]2[cH:12][cH:13][c:14](-[c:17]3[n:18][cH:19][cH:20][cH:21][cH:22]3)[cH:15][cH:16]2)[nH:7][cH:8]1.[Na+:2].[OH2:30]>>[I:3][c:4]1[n:5][c:6]([CH2:9][CH2:10][c:11]2[cH:12][cH:13][c:14](-[c:17]3[n:18][cH:19][cH:20][cH:21][cH:22]3)[cH:15][cH:16]2)[n:7]([S:25]([N:24]([CH3:23])[CH3:29])(=[O:26])=[O:27])[cH:8]1. The reactants are ClC1=CC=C(C=O)C=C1 (p-chlorobenzaldehyde), CC(C)([O-])C.[K+] (potassium tert.-butoxide), [Br-].BrCC[P+](C1=CC=CC=C1)(C1=CC=CC=C1)C1=CC=CC=C1 (bromoethyltriphenylphosphonium bromide), CC(C)([O-])C.[K+] (potassium tert.-butoxide), [Cl-].[NH4+] (ammonium chloride). Run in C1CCOC1 (THF), C1CCOC1 (THF), O (H2O). Reaction conditions: temperature -78 celsius, time 2 hour. Yields the product ClC1=CC=C(C=C1)C#C (1-Chloro-4-ethynylbenzene). As a reaction SMILES: [Br-].Br[CH2:3]C[P+](C1C=CC=CC=1)(C1C=CC=CC=1)C1C=CC=CC=1.CC(C)([O-])C.[K+].[Cl:30][C:31]1[CH:38]=[CH:37][C:34]([CH:35]=O)=[CH:33][CH:32]=1.[Cl-].[NH4+]>C1COCC1.O>[Cl:30][C:31]1[CH:38]=[CH:37][C:34]([C:35]#[CH:3])=[CH:33][CH:32]=1 |f:0.1,2.3,5.6|. Reported procedure: Dissolve 276.5 g (0.634 mole) of bromoethyltriphenylphosphonium bromide in 1800 ml THF and cool to -78° C. Add 67.6 g (0.062 mole) potassium tert.-butoxide and stir at -78° C. for 2 hours. Add 89.12 g p-chlorobenzaldehyde in 200 ml THF to cold reaction mixture and stir for 30 minutes. Add 142.3 g potassium tert.-butoxide and then allow to warm to room temperature. After 18 hours, add 500 ml saturated aqueous ammonium chloride solution and 500 ml H2O and extract with 500 ml diethyl ether. Wash or...